This data is from the Open Reaction Database (ORD), a public repository of structured organic reaction records. The task is: describe an organic reaction: reactants, conditions, products, and yield Starting materials: C(C)(C)(C)OC(N[C@@H]1CC[C@H](CC1)NC1=NC=C(C=C1)C)=O (Tert-butyl(trans-4-((5-methylpyridin-2-yl)amino)cyclohexyl)carbamate), Cl (hydrogen chloride). Product: Cl.Cl.CC=1C=CC(=NC1)N[C@@H]1CC[C@H](CC1)N (trans-N1-(5-methylpyridin-2-yl)cyclohexane-1,4-diamine dihydrochloride). Reaction SMILES: C(OC(=O)[NH:7][C@H:8]1[CH2:13][CH2:12][C@H:11]([NH:14][C:15]2[CH:20]=[CH:19][C:18]([CH3:21])=[CH:17][N:16]=2)[CH2:10][CH2:9]1)(C)(C)C.[ClH:23]>>[ClH:23].[ClH:23].[CH3:21][C:18]1[CH:19]=[CH:20][C:15]([NH:14][C@H:11]2[CH2:12][CH2:13][C@H:8]([NH2:7])[CH2:9][CH2:10]2)=[N:16][CH:17]=1 |f:2.3.4|. Procedure: Tert-butyl(trans-4-((5-methylpyridin-2-yl)amino)cyclohexyl)carbamate (0.9695 g, 3.17 mmol) and hydrogen chloride (4.0 M solution in 1,4-dioxane, 11.02 ml, 31.7 mmol) to stir at room temperature. After 3½ hours the mixture was evaporated to dryness under reduced pressure. The crude trans-N1-(5-methylpyridin-2-yl)cyclohexane-1,4-diamine dihydrochloride was used without further purification. Reactants: CC(=O)[O-], CC(=O)[O-], O=C(c1ccc2[nH]c(C(=O)N3CCC(F)(F)CC3)cc2c1)N1CCN(C2CCC2)CC1, OB(O)c1ccc(Cl)cc1, ClCCl, [Cu+2], c1ccncc1. The product is O=C(c1ccc2c(c1)cc(C(=O)N1CCC(F)(F)CC1)n2-c1ccc(Cl)cc1)N1CCN(C2CCC2)CC1. As a reaction SMILES: [C:51]([O-:52])(=[O:53])[CH3:54].[C:56]([O-:57])(=[O:58])[CH3:59].[CH:1]1([N:5]2[CH2:6][CH2:7][N:8]([C:11](=[O:12])[c:13]3[cH:14][c:15]4[cH:16][c:17]([C:22](=[O:23])[N:24]5[CH2:25][CH2:26][C:27]([F:30])([F:31])[CH2:28][CH2:29]5)[nH:18][c:19]4[cH:20][cH:21]3)[CH2:9][CH2:10]2)[CH2:2][CH2:3][CH2:4]1.[Cl:32][c:33]1[cH:34][cH:35][c:36]([B:39]([OH:40])[OH:41])[cH:37][cH:38]1.[Cl:48][CH2:49][Cl:50].[Cu+2:55].[cH:42]1[cH:43][cH:44][n:45][cH:46][cH:47]1>>[CH:1]1([N:5]2[CH2:6][CH2:7][N:8]([C:11](=[O:12])[c:13]3[cH:14][c:15]4[cH:16][c:17]([C:22](=[O:23])[N:24]5[CH2:25][CH2:26][C:27]([F:30])([F:31])[CH2:28][CH2:29]5)[n:18](-[c:36]5[cH:35][cH:34][c:33]([Cl:32])[cH:38][cH:37]5)[c:19]4[cH:20][cH:21]3)[CH2:9][CH2:10]2)[CH2:2][CH2:3][CH2:4]1.